From a dataset of the Open Reaction Database (ORD), a public repository of structured organic reaction records. describe an organic reaction: reactants, conditions, products, and yield Starting materials: [F-] (fluoride), [C-]#N.[K+] (potassium cyanide), ClC=1C(=NC=C(C1)C(F)(F)F)F (3-chloro-2-fluoro-5-trifluoromethylpyridine). Reagents/catalysts: CCCCCCCC[N+](C)(CCCCCCCC)CCCCCCCC.[Cl-] (Aliquat 336). The solvent is O (water). Product: ClC=1C(=NC=C(C1)C(F)(F)F)C#N (3-chloro-2-cyano-5-trifluoromethylpyridine). The yield is 90.0%. Reaction SMILES: [C-:1]#[N:2].[K+].[Cl:4][C:5]1[C:6](F)=[N:7][CH:8]=[C:9]([C:11]([F:14])([F:13])[F:12])[CH:10]=1.[F-]>O.CCCCCCCC[N+](CCCCCCCC)(CCCCCCCC)C.[Cl-]>[Cl:4][C:5]1[C:6]([C:1]#[N:2])=[N:7][CH:8]=[C:9]([C:11]([F:14])([F:13])[F:12])[CH:10]=1 |f:0.1,5.6|. Reported procedure: A solution of potassium cyanide (71.6 g) in water (215 g) was added during 1 hour to a stirred mixture of 3-chloro-2-fluoro-5-trifluoromethylpyridine (199.5 g) and Aliquat 336 (tricaprylylmethylammonium chloride, 12.1 g) at 30° C. Stirring was maintained at this temperature for 4 hours at which time the amount of starting fluoride was less than 1% by hplc. The lower organic phase was separated and washed with aqueous sodium chloride solution and distilled to give 3-chloro-2-cyano-5-trifluorometh... The reactants are Cc1nnc(-c2ccc3nc[nH]c(=O)c3c2)o1, O=P(Cl)(Cl)Cl. The product is Cc1nnc(-c2ccc3ncnc(Cl)c3c2)o1. Reaction SMILES: [CH3:1][c:2]1[n:3][n:4][c:5](-[c:7]2[cH:8][c:9]3[c:10](=[O:17])[nH:11][cH:12][n:13][c:14]3[cH:15][cH:16]2)[o:6]1.[P:18]([Cl:19])([Cl:20])([Cl:21])=[O:22]>>[CH3:1][c:2]1[n:3][n:4][c:5](-[c:7]2[cH:8][c:9]3[c:10]([Cl:20])[n:11][cH:12][n:13][c:14]3[cH:15][cH:16]2)[o:6]1. Starting materials: BrCc1cc(Br)ccc1-c1ccc(Br)cc1CBr, O=C([O-])[O-], C1CCOC1, CN, [Na+], [Na+]. Product: CN1Cc2cc(Br)ccc2-c2ccc(Br)cc2C1. RXN SMILES: [Br:9][c:10]1[cH:11][c:12]([CH2:25][Br:26])[c:13](-[c:16]2[c:17]([CH2:23][Br:24])[cH:18][c:19]([Br:22])[cH:20][cH:21]2)[cH:14][cH:15]1.[C:3](=[O:4])([O-:5])[O-:6].[CH2:27]1[O:28][CH2:29][CH2:30][CH2:31]1.[CH3:1][NH2:2].[Na+:7].[Na+:8]>>[CH3:1][N:2]1[CH2:23][c:17]2[c:16]([cH:21][cH:20][c:19]([Br:22])[cH:18]2)-[c:13]2[c:12]([cH:11][c:10]([Br:9])[cH:15][cH:14]2)[CH2:25]1.